This data is from the Open Reaction Database (ORD), a public repository of structured organic reaction records. The task is: describe an organic reaction: reactants, conditions, products, and yield Starting materials: C1CCOC1 (THF), [H-].[Na+] (NaH), C(C)(C)(C)OC(=O)CC(C(=O)OCC)=P(OCC)OCC (2-tert-Butoxycarbonyl-1-ethoxycarbonylethyl idendiethoxyphosphorane), C1CCOC1 (THF), BrC1=C(C=O)C=C(C=C1)OC(C)C (2-bromo-5-isopropoxy-benzaldehyde). Run at temperature 0 celsius, time 6 hour. The product is C(C)(C)(C)OC(C/C(=C\C1=C(C=CC(=C1)C(C)C)Br)/C(=O)OCC)=O ((E)-3-carboethoxy-4-(2'-bromo-5-isopropylphenyl) -3-butenic acid-tert-butyl ester). Yield: 61.0%. RXN SMILES: [H-].[Na+].[C:3]([O:7][C:8]([CH2:10][C:11](=P(OCC)OCC)[C:12]([O:14][CH2:15][CH3:16])=[O:13])=[O:9])([CH3:6])([CH3:5])[CH3:4].[Br:24][C:25]1[CH:32]=[CH:31][C:30](OC(C)C)=[CH:29][C:26]=1[CH:27]=O.[CH2:37]1[CH2:41]OC[CH2:38]1>>[C:3]([O:7][C:8](=[O:9])[CH2:10]/[C:11](/[C:12]([O:14][CH2:15][CH3:16])=[O:13])=[CH:27]\[C:26]1[CH:29]=[C:30]([CH:37]([CH3:41])[CH3:38])[CH:31]=[CH:32][C:25]=1[Br:24])([CH3:4])([CH3:5])[CH3:6] |f:0.1|. Reported procedure: To a suspension of 1.85 g (77.1 mmol) NaH in 130 mL dry THF, 25.4 g (75.1 mmol) tert-butoxycarbonyl-1-ethoxycarbonylethylidendiethoxy-phosphorane (2) was added dropwise at 0° C., The reaction mixture was stirred for 6 h at 0° C. under Ar. This solution was added under Ar dropwise at 0° C. to 15.5 g (63.5 mmol) 2-bromo-5-isopropoxy-benzaldehyde (1), dissolved in 80 mL dry THF. The cooling bath was removed and the reaction mixture was stirred overnight at room temperature. 20 mL water was added an... Reactants: CC(C)(C)OC(=O)C1CC(CI)CN1C(=O)OC(C)(C)C, CCO, NC(N)=S. Product: CC(C)(C)OC(=O)C1CC(=O)CN1C(=O)OC(C)(C)C. RXN SMILES: [C:1]([CH3:2])([CH3:3])([CH3:4])[O:5][C:6]([CH:7]1[N:8]([C:14](=[O:15])[O:16][C:17]([CH3:18])([CH3:19])[CH3:20])[CH2:9][CH:10]([CH2:12][I:13])[CH2:11]1)=[O:21].[CH3:26][CH2:27][OH:28].[NH2:22][C:23](=[S:24])[NH2:25]>>[C:1]([CH3:2])([CH3:3])([CH3:4])[O:5][C:6]([CH:7]1[N:8]([C:14](=[O:15])[O:16][C:17]([CH3:18])([CH3:19])[CH3:20])[CH2:9][C:10](=[O:28])[CH2:11]1)=[O:21].